The task is: describe an organic reaction: reactants, conditions, products, and yield. This data is from the Open Reaction Database (ORD), a public repository of structured organic reaction records. Starting materials: O=C([O-])[O-], C1CCNCC1, O=Cc1ccccc1F, [K+], [K+], CN(C)C=O. Yields the product O=Cc1ccccc1N1CCCCC1. Reaction SMILES: [C:10](=[O:11])([O-:12])[O-:13].[CH2:16]1[CH2:17][CH2:18][NH:19][CH2:20][CH2:21]1.[F:1][c:2]1[c:3]([CH:4]=[O:5])[cH:6][cH:7][cH:8][cH:9]1.[K+:14].[K+:15].[O:22]=[CH:23][N:24]([CH3:25])[CH3:26]>>[c:2]1([N:19]2[CH2:18][CH2:17][CH2:16][CH2:21][CH2:20]2)[c:3]([CH:4]=[O:5])[cH:6][cH:7][cH:8][cH:9]1. The reactants are ClCCl, O=C(O)C(F)(F)F, CC(C)(C)OC(=O)N1CCN(CCCOc2ccc(C3CCN(C4=Nn5c(nnc5C(F)(F)F)CC4)CC3)cc2)CC1. Yields the product FC(F)(F)c1nnc2n1N=C(N1CCC(c3ccc(OCCCN4CCNCC4)cc3)CC1)CC2. Reaction SMILES: [Cl:50][CH2:51][Cl:52].[F:1][C:2]([F:3])([F:4])[C:5]([OH:6])=[O:7].[F:8][C:9]([c:10]1[n:11][n:12][c:13]2[n:14]1[N:15]=[C:16]([N:19]1[CH2:20][CH2:21][CH:22]([c:25]3[cH:26][cH:27][c:28]([O:29][CH2:30][CH2:31][CH2:32][N:33]4[CH2:34][CH2:35][N:36]([C:39]([O:40][C:41]([CH3:42])([CH3:43])[CH3:44])=[O:45])[CH2:37][CH2:38]4)[cH:46][cH:47]3)[CH2:23][CH2:24]1)[CH2:17][CH2:18]2)([F:48])[F:49]>>[F:8][C:9]([c:10]1[n:11][n:12][c:13]2[n:14]1[N:15]=[C:16]([N:19]1[CH2:20][CH2:21][CH:22]([c:25]3[cH:26][cH:27][c:28]([O:29][CH2:30][CH2:31][CH2:32][N:33]4[CH2:34][CH2:35][NH:36][CH2:37][CH2:38]4)[cH:46][cH:47]3)[CH2:23][CH2:24]1)[CH2:17][CH2:18]2)([F:48])[F:49].